describe an organic reaction: reactants, conditions, products, and yield From a dataset of the Open Reaction Database (ORD), a public repository of structured organic reaction records. Reactants: [OH-].[Na+] (sodium hydroxide), C(C)(=O)OC(C1=CC=C(C=O)C=C1)C1=C(C(=C(C(=C1C)OC)OC)OC)OC (4-[acetoxy-(2,3,4,5-tetramethoxy-6-methylphenyl)methyl]benzaldehyde), C1CCOC1 (THF). The reagents and catalysts are [N+](=O)([O-])[O-].[Ag+] (silver nitrate). Run at time 5 hour. Product: OC(C1=CC=C(C(=O)O)C=C1)C1=C(C(=C(C(=C1C)OC)OC)OC)OC (4-[hydroxy-(2,3,4,5-tetramethoxy-6-methylphenyl)methyl]benzoic Acid). The yield is 100.0%. RXN SMILES: [OH-:1].[Na+].C([O:6][CH:7]([C:16]1C(C)=C(OC)[C:19]([O:25][CH3:26])=[C:18]([O:27][CH3:28])[C:17]=1[O:29][CH3:30])[C:8]1[CH:15]=[CH:14][C:11]([CH:12]=[O:13])=[CH:10][CH:9]=1)(=O)C.[CH2:31]1[CH2:35][O:34][CH2:33][CH2:32]1>[N+]([O-])([O-])=O.[Ag+]>[OH:6][CH:7]([C:16]1[C:31]([CH3:32])=[C:35]([O:34][CH3:33])[C:19]([O:25][CH3:26])=[C:18]([O:27][CH3:28])[C:17]=1[O:29][CH3:30])[C:8]1[CH:9]=[CH:10][C:11]([C:12]([OH:13])=[O:1])=[CH:14][CH:15]=1 |f:0.1,4.5|. Procedure details: After adding dropwise an aqueous solution (20 ml) of silver nitrate (3.06 g, 18.00 mmol) to an aqueous solution of 1 N sodium hydroxide (36 ml), a solution of 4-[acetoxy-(2,3,4,5-tetramethoxy-6-methylphenyl)methyl]benzaldehyde (2.34 g, 6.00 mmol) obtained in Step 2 of Example 1 in THF (30 ml) was added dropwise and the mixture was stirred at room temperature for 5 hours. The reaction mixture was filtered and the solid was washed with hot water. The filtrate and the wash solution were combined, w...